From a dataset of the Open Reaction Database (ORD), a public repository of structured organic reaction records. describe an organic reaction: reactants, conditions, products, and yield The reactants are [BH4-], CCO, Cl, [Na+], [Na+], [OH-], O=Cc1cnc2ccccc2c1. Product: OCc1cnc2ccccc2c1. Reaction SMILES: [BH4-:13].[CH3:18][CH2:19][OH:20].[ClH:15].[Na+:14].[Na+:17].[OH-:16].[n:1]1[cH:2][c:3]([CH:11]=[O:12])[cH:4][c:5]2[cH:6][cH:7][cH:8][cH:9][c:10]12>>[n:1]1[cH:2][c:3]([CH2:11][OH:12])[cH:4][c:5]2[cH:6][cH:7][cH:8][cH:9][c:10]12. Reactants: CC1(OB(OC1(C)C)C1=CC(=C(C=C1)OCCCCCCCC)C(F)(F)F)C (4,4,5,5-Tetramethyl-2-(4-(octyloxy)-3-(trifluoromethyl)phenyl)-1,3,2-dioxaborolane), BrC=1C=CC(=NC1)C(C(=O)OCC)(C(=O)OCC)NC(=O)OC(C)(C)C (diethyl 2-(5-bromopyridin-2-yl)-2-(tert-butoxycarbonylamino)malonate), C(=O)([O-])[O-].[Na+].[Na+] (Na2CO3). The reagents and catalysts are C=1C=CC(=CC1)[P](C=2C=CC=CC2)(C=3C=CC=CC3)[Pd]([P](C=4C=CC=CC4)(C=5C=CC=CC5)C=6C=CC=CC6)([P](C=7C=CC=CC7)(C=8C=CC=CC8)C=9C=CC=CC9)[P](C=1C=CC=CC1)(C=1C=CC=CC1)C=1C=CC=CC1 (Pd(PPh3)4). Solvent: C(C)O.O (ethanol H2O). Reaction conditions: temperature 80 celsius. Product: C(C)(C)(C)OC(=O)NC(C(=O)OCC)(C(=O)OCC)C1=NC=C(C=C1)C1=CC(=C(C=C1)OCCCCCCCC)C(F)(F)F (Diethyl 2-(tert-butoxycarbonylamino)-2-(5-(4-(octyloxy)-3-(trifluoromethyl)-phenyl)pyridin-2-yl)malonate). As a reaction SMILES: CC1(C)C(C)(C)OB([C:9]2[CH:14]=[CH:13][C:12]([O:15][CH2:16][CH2:17][CH2:18][CH2:19][CH2:20][CH2:21][CH2:22][CH3:23])=[C:11]([C:24]([F:27])([F:26])[F:25])[CH:10]=2)O1.Br[C:30]1[CH:31]=[CH:32][C:33]([C:36]([NH:47][C:48]([O:50][C:51]([CH3:54])([CH3:53])[CH3:52])=[O:49])([C:42]([O:44][CH2:45][CH3:46])=[O:43])[C:37]([O:39][CH2:40][CH3:41])=[O:38])=[N:34][CH:35]=1.C([O-])([O-])=O.[Na+].[Na+]>C(O)C.O.C1C=CC([P]([Pd]([P](C2C=CC=CC=2)(C2C=CC=CC=2)C2C=CC=CC=2)([P](C2C=CC=CC=2)(C2C=CC=CC=2)C2C=CC=CC=2)[P](C2C=CC=CC=2)(C2C=CC=CC=2)C2C=CC=CC=2)(C2C=CC=CC=2)C2C=CC=CC=2)=CC=1>[C:51]([O:50][C:48]([NH:47][C:36]([C:33]1[CH:32]=[CH:31][C:30]([C:9]2[CH:14]=[CH:13][C:12]([O:15][CH2:16][CH2:17][CH2:18][CH2:19][CH2:20][CH2:21][CH2:22][CH3:23])=[C:11]([C:24]([F:25])([F:26])[F:27])[CH:10]=2)=[CH:35][N:34]=1)([C:37]([O:39][CH2:40][CH3:41])=[O:38])[C:42]([O:44][CH2:45][CH3:46])=[O:43])=[O:49])([CH3:53])([CH3:54])[CH3:52] |f:2.3.4,5.6,^1:68,70,89,108|. Procedure details: The suspension of 4,4,5,5-tetramethyl-2-(4-(octyloxy)-3-(trifluoromethyl)phenyl)-1,3,2-dioxaborolane 3a (136 mg, 0.34 mmol, 1.5 equiv), diethyl 2-(5-bromopyridin-2-yl)-2-(tert-butoxycarbonylamino)malonate (98 mg, 0.23 mmol, 1.0 equiv), Pd(PPh3)4 (26.3 mg, 0.023 mmol, 0.1 equiv), and Na2CO3 (120 mg, 1.14 mmol, 4.0 equiv) in ethanol-H2O was heated at 80° C. for 1 hour. The reaction mixture was filtered and the filtrate was purified by silica gel column to afford the title compound in 77% (110 mg) ... The reactants are CC1(OC2=C(C1=S)C=CC=C2[N+](=O)[O-])C (2,3-dihydro-2,2-dimethyl-7-nitrobenzofuran-3-thione). Reagents/catalysts: [Fe] (iron). The solvent is C(C)(=O)O (acetic acid), O (water). Yields the product NC1=CC=CC=2C(C(OC21)(C)C)=S (7-amino-2,3-dihydro-2,2-dimethylbenzofuran-3-thione). Reaction SMILES: [CH3:1][C:2]1([CH3:15])[C:6](=[S:7])[C:5]2[CH:8]=[CH:9][CH:10]=[C:11]([N+:12]([O-])=O)[C:4]=2[O:3]1>C(O)(=O)C.O.[Fe]>[NH2:12][C:11]1[C:4]2[O:3][C:2]([CH3:1])([CH3:15])[C:6](=[S:7])[C:5]=2[CH:8]=[CH:9][CH:10]=1. Procedure: By the method of Example 1, Step E, 3.35 g (0.015 mole) of 2,3-dihydro-2,2-dimethyl-7-nitrobenzofuran-3-thione is reacted with 3.35 g (0.060 mole) of powdered iron in 50 mL of glacial acetic acid and 8 mL of water, yielding 7-amino-2,3-dihydro-2,2-dimethylbenzofuran-3-thione. Starting materials: CCOC(=O)C (EtOAc), C(=O)C=1N=C2N(N=CC=C2N2CCOCC2)C1C1=CC=C(C(=O)OC(C)(C)C)C=C1 (tert-Butyl 4-(2-formyl-8-morpholinoimidazo[1,2-b]pyridazin-3-yl)benzoate), COC=1C(=NC2=CC=CC=C2C1)C (3-methoxy-2-methylquinoline), C[Si](C)(C)Cl (TMSCl). The solvent is CN(C)C=O (DMF). Run at temperature 90 celsius, time 24 hour. The product is COC=1C(=NC2=CC=CC=C2C1)/C=C/C=1N=C2N(N=CC=C2N2CCOCC2)C1C1=CC=C(C(=O)OC(C)(C)C)C=C1 ((E)-tert-Butyl 4-(2-(2-(3-methoxyquinolin-2-yl)vinyl)-8-morpholinoimidazo[1,2-b]pyridazin-3-yl)benzoate). RXN SMILES: [CH:1]([C:3]1[N:4]=[C:5]2[C:10]([N:11]3[CH2:16][CH2:15][O:14][CH2:13][CH2:12]3)=[CH:9][CH:8]=[N:7][N:6]2[C:17]=1[C:18]1[CH:30]=[CH:29][C:21]([C:22]([O:24][C:25]([CH3:28])([CH3:27])[CH3:26])=[O:23])=[CH:20][CH:19]=1)=O.[CH3:31][O:32][C:33]1[C:34]([CH3:43])=[N:35][C:36]2[C:41]([CH:42]=1)=[CH:40][CH:39]=[CH:38][CH:37]=2.C[Si](Cl)(C)C.CCOC(C)=O>CN(C=O)C>[CH3:31][O:32][C:33]1[C:34](/[CH:43]=[CH:1]/[C:3]2[N:4]=[C:5]3[C:10]([N:11]4[CH2:16][CH2:15][O:14][CH2:13][CH2:12]4)=[CH:9][CH:8]=[N:7][N:6]3[C:17]=2[C:18]2[CH:30]=[CH:29][C:21]([C:22]([O:24][C:25]([CH3:26])([CH3:28])[CH3:27])=[O:23])=[CH:20][CH:19]=2)=[N:35][C:36]2[C:41]([CH:42]=1)=[CH:40][CH:39]=[CH:38][CH:37]=2. Procedure: To a mixture of compound 5f (100 mg, 0.245 mmol) and 3-methoxy-2-methylquinoline (212 mg, 1.22 mmol) in 4 mL of DMF was added TMSCl (312 μL, 2.45 mmol) dropwise. The resulting mixture was stirred at 90° C. for 24 h. After cooling to rt, the mixture was treated with 60 mL of EtOAc and washed with water (3×20 mL), brine (15 mL) and then dried with Na2SO4, filtered and concentrated. The residue was purified by flash column chromatography on silica gel (0:1-1:9 EtOAc/DCM) to afford compound 63a as a... Starting materials: ClC1=C(C(=C2N1CCNC2)C#N)C2=CC=CC=C2 (6-chloro-7-phenyl-1,2,3,4-tetrahydropyrrolo[1,2-a]pyrazine-8-carbonitrile), C(C)(C)(C)N=C=O (tert-butyl isocyanate). Run in ClCCl (dichloromethane). Run at time 4 hour. The product is C(C)(C)(C)NC(=O)N1CC=2N(CC1)C(=C(C2C#N)C2=CC=CC=C2)Cl (N-tert-butyl-6-chloro-8-cyano-7-phenyl-3,4-dihydropyrrolo[1,2-a]pyrazine-2(1H)-carboxamide). Isolated yield 94.2%. RXN SMILES: [Cl:1][C:2]1[N:6]2[CH2:7][CH2:8][NH:9][CH2:10][C:5]2=[C:4]([C:11]#[N:12])[C:3]=1[C:13]1[CH:18]=[CH:17][CH:16]=[CH:15][CH:14]=1.[C:19]([N:23]=[C:24]=[O:25])([CH3:22])([CH3:21])[CH3:20]>ClCCl>[C:19]([NH:23][C:24]([N:9]1[CH2:8][CH2:7][N:6]2[C:2]([Cl:1])=[C:3]([C:13]3[CH:14]=[CH:15][CH:16]=[CH:17][CH:18]=3)[C:4]([C:11]#[N:12])=[C:5]2[CH2:10]1)=[O:25])([CH3:22])([CH3:21])[CH3:20]. Procedure: To a solution of 34 g (119 mmol) of 6-chloro-7-phenyl-1,2,3,4-tetrahydropyrrolo[1,2-a]pyrazine-8-carbonitrile in 300 ml of dichloromethane are added 16.3 ml (143 mmol) of tert-butyl isocyanate (CAS1609-86-5). After stirring for 4 hours at room temperature, the solvent is evaporated off under reduced pressure to give an orange-coloured solid, which is crystallized from acetonitrile to give 40.0 g of N-tert-butyl-6-chloro-8-cyano-7-phenyl-3,4-dihydropyrrolo[1,2-a]pyrazine-2(1H)-carboxamide in the ... The reactants are C1(=CC=C(C=C1)S(=O)(=O)O)C (p-toluenesulfonic acid), ClC1=C(C=C(C=O)C=C1)OC (4-chloro-3-methoxybenzaldehyde), C(=O)(O)[O-].[Na+] (NaHCO3), C(OC)(OC)OC (trimethyl orthoformate), C1(=CC=C(C=C1)S(=O)(=O)O)C (p-toluenesulfonic acid), ClC1=C(C=C(C=O)C=C1)OC (4-chloro-3-methoxybenzaldehyde). The solvent is CO (MeOH), C(Cl)Cl (CH2Cl2), CO (methanol). Product: COC(C1=CC(=C(C=C1)Cl)OC)OC (4-Chloro-3-methoxybenzaldehyde dimethyl acetal). Yield: 86.0%. Reaction SMILES: [Cl:1][C:2]1[CH:9]=[CH:8][C:5](C=O)=[CH:4][C:3]=1[O:10][CH3:11].[CH:12]([O:17][CH3:18])([O:15][CH3:16])OC.C1(C)C=CC(S(O)(=O)=O)=CC=1.C([O-])(O)=O.[Na+]>CO.C(Cl)Cl>[CH3:18][O:17][CH:12]([O:15][CH3:16])[C:5]1[CH:8]=[CH:9][C:2]([Cl:1])=[C:3]([O:10][CH3:11])[CH:4]=1 |f:3.4|. Procedure: A heterogenous mixture of methanol (2 ml), CH2Cl2 (3 ml), 4-chloro-3-methoxybenzaldehyde (2 g, 11.7 mmol; prepared essentially as described by R. M. Riggs et al., J. Med. Chem., 30 1887, 1987.), trimethyl orthoformate (1.7 ml, 15.5 mmol) and a large crystal of p-toluenesulfonic acid was stirred at room temperature for one hour. Additional MeOH (1 ml) and a crystal of p-toluenesulfonic acid were added and the solution was warmed until homogenous. Upon completion of the reaction, the solution was ...